From a dataset of the Open Reaction Database (ORD), a public repository of structured organic reaction records. describe an organic reaction: reactants, conditions, products, and yield The reactants are CC1NC(C=C1)C (2,5-dimethyl-3-pyrroline), C([O-])([O-])=O.[K+].[K+] (potassium carbonate), CN(C=O)C (dimethylformamide), BrCC(=O)OC (Methyl bromoacetate). The solvent is O (water). Reaction conditions: time 8 hour. The product is C[C@@H]1N([C@H](C=C1)C)CC(=O)OC (methyl (trans-2,5-dihydro-2,5-dimethyl-1H-pyrrol-1-yl)acetate). Yield: 41.4%. As a reaction SMILES: Br[CH2:2][C:3]([O:5][CH3:6])=[O:4].[CH3:7][CH:8]1[CH:12]=[CH:11][CH:10]([CH3:13])[NH:9]1.C(=O)([O-])[O-].[K+].[K+].CN(C)C=O>O>[CH3:7][C@H:8]1[CH:12]=[CH:11][C@H:10]([CH3:13])[N:9]1[CH2:2][C:3]([O:5][CH3:6])=[O:4] |f:2.3.4|. Reported procedure: Methyl bromoacetate (16.8 g, 0.11 mol) was added, dropwise, to a stirred mixture of 2,5-dimethyl-3-pyrroline (10 g, 0.1 mol), potassium carbonate (13.8 g, 0.1 mol), and dimethylformamide (25 cm3) maintained below 30° C. by ice cooling. After addition was complete the mixture was cooled in ice for a further 1 h, then stirred at room temperature overnight. The reaction mixture was then diluted with water (50 cm3) and the product extracted into ether. The ether extract was dried and evaporated to y...